Dataset: the Open Reaction Database (ORD), a public repository of structured organic reaction records. Task: describe an organic reaction: reactants, conditions, products, and yield Reactants: CCOC(=O)C (EtOAc), C(CCC)[Li] (n-Butyl lithium), triethylphosphono-3-methyl-2E-butenoate, COC[C@H]1[C@]([C@H]1C=O)(C1=CC(=CC(=C1)C(C)C)C(C)C)C ((+)-(1S, 2R, 3R)-3-Methoxymethyl-2-methyl-2-(3,5-diisopropyl-phenyl)-cyclopropanecarbaldehyde). The solvent is CCCCCC (hexane), C1CCOC1 (THF), CN1C(N(CCC1)C)=O (1,3-dimethyl-3,4,5,6-tetrahydro-2(1H)-pyrimidinone), CCCCCC (hexane). Run at time 5 minute. Yields the product COC[C@H]1[C@@]([C@H]1/C=C/C(=C/C(=O)OCC)/C)(C1=CC(=CC(=C1)C(C)C)C(C)C)C (Ethyl (+)-(1S, 2R, 3R)-5-[3-methoxymethyl-2-methyl-2-(3,5-diisopropyl-phenyl)-cyclopropyl]-3-methyl-penta-2E,4E-dienoate). Yield: 85.0%. As a reaction SMILES: [CH2:1]([Li])[CH2:2][CH2:3]C.[CH3:6][O:7][CH2:8][C@@H:9]1[C@H:11]([CH:12]=O)[C@:10]1([CH3:26])[C:14]1[CH:19]=[C:18]([CH:20]([CH3:22])[CH3:21])[CH:17]=[C:16]([CH:23]([CH3:25])[CH3:24])[CH:15]=1.[CH3:27][CH2:28][O:29][C:30]([CH3:32])=[O:31]>C1COCC1.CN1CCCN(C)C1=O.CCCCCC>[CH3:6][O:7][CH2:8][C@@H:9]1[C@H:11](/[CH:12]=[CH:1]/[C:2](/[CH3:3])=[CH:32]/[C:30]([O:29][CH2:28][CH3:27])=[O:31])[C@@:10]1([CH3:26])[C:14]1[CH:15]=[C:16]([CH:23]([CH3:25])[CH3:24])[CH:17]=[C:18]([CH:20]([CH3:22])[CH3:21])[CH:19]=1. Procedure details: n-Butyl lithium in hexane (1.6 M, 0.56 mL, 0.89 mmol) was added to a solution of triethylphosphono-3-methyl-2E-butenoate (264 mg, 1.0 mmol) in 5 mL of THF and 3 mL of 1,3-dimethyl-3,4,5,6-tetrahydro-2(1H)-pyrimidinone (DMPU) at −78° C. After stirring for 5 min, a solution of Intermediate 45 (15 mg, 0.20 mmol) in 1 mL of TF was added by cannulation. The resulting solution was stirred at −7° C. for 2 h and then quenched with saturated NH4Cl. The mixture was then extracted with diethyl ether (3×5 m...